From a dataset of the Open Reaction Database (ORD), a public repository of structured organic reaction records. describe an organic reaction: reactants, conditions, products, and yield The reactants are O=C([O-])[O-], CC#N, CC(C)(C)C(=O)CCl, [K+], [K+], O=[N+]([O-])N=C1NCCN1. Product: CC(C)(C)C(=O)CN1CCNC1=N[N+](=O)[O-]. RXN SMILES: [C:10](=[O:11])([O-:12])[O-:13].[CH3:24][C:25]#[N:26].[Cl:16][CH2:17][C:18]([C:19]([CH3:20])([CH3:21])[CH3:22])=[O:23].[K+:14].[K+:15].[N+:1](=[O:2])([O-:3])[N:4]=[C:5]1[NH:6][CH2:7][CH2:8][NH:9]1>>[N+:1](=[O:2])([O-:3])[N:4]=[C:5]1[N:6]([CH2:17][C:18]([C:19]([CH3:20])([CH3:21])[CH3:22])=[O:23])[CH2:7][CH2:8][NH:9]1. Reactants: C(C1=CC=CC=C1)(=O)O (benzoic acid), N,N′-carbonyldiimidazole, C1(=NNCCCCCCCC1)C1=CCCCCCCCCC1 (diazabicycloundecene), C(C)(C)(C)NS(=O)(=O)CC(CCC)O (N-t-butyl-2-hydroxy-1-pentanesulfonamide). The solvent is O1CCCC1 (tetrahydrofuran), O1CCCC1 (tetrahydrofuran), O1CCCC1 (tetrahydrofuran). Conditions: time 10 minute. Product: C(C)(C)(C)NS(=O)(=O)CC(CCC)OC(C1=CC=CC=C1)=O (N-t-butyl-2-benzoyloxy-1-pentanesulfonamide). The yield is 106.7%. RXN SMILES: [C:1]([OH:9])(=[O:8])[C:2]1[CH:7]=[CH:6][CH:5]=[CH:4][CH:3]=1.[C:10]([NH:14][S:15]([CH2:18][CH:19](O)[CH2:20][CH2:21][CH3:22])(=[O:17])=[O:16])([CH3:13])([CH3:12])[CH3:11].C1(C2CCCCCCCCCC=2)CCCCCCCCNN=1>O1CCCC1>[C:10]([NH:14][S:15]([CH2:18][CH:19]([O:8][C:1](=[O:9])[C:2]1[CH:7]=[CH:6][CH:5]=[CH:4][CH:3]=1)[CH2:20][CH2:21][CH3:22])(=[O:17])=[O:16])([CH3:13])([CH3:12])[CH3:11]. Procedure details: Under nitrogen atmosphere, benzoic acid (92.8 g) was added gradually to a mixture of N,N′-carbonyldiimidazole (123.3 g) and tetrahydrofuran (500 ml) taking 10 minutes at room temperature. After stirring for 1 hour at room temperature, a solution of N-t-butyl-2-hydroxy-1-pentanesulfonamide (84.9 g) in tetrahydrofuran (300 ml) was added dropwise thereto taking 15 minutes. Then, a solution of diazabicycloundecene (57.9 g) in tetrahydrofuran (200 ml) was added dropwise thereto taking 35 minutes and ... Reactants: ClCCl, O=Cc1ccccc1, [Mg+2], Cc1c(-c2ccccc2F)[nH]c(N)c1C#N, O=S(=O)([O-])[O-]. Yields the product Cc1c(-c2ccccc2F)[nH]c(NCc2ccccc2)c1C#N. RXN SMILES: [CH2:31]([Cl:32])[Cl:33].[CH:23](=[O:24])[c:25]1[cH:26][cH:27][cH:28][cH:29][cH:30]1.[Mg+2:17].[NH2:1][c:2]1[nH:3][c:4](-[c:10]2[c:11]([F:16])[cH:12][cH:13][cH:14][cH:15]2)[c:5]([CH3:9])[c:6]1[C:7]#[N:8].[O-:18][S:19](=[O:20])(=[O:21])[O-:22]>>[NH:1]([c:2]1[nH:3][c:4](-[c:10]2[c:11]([F:16])[cH:12][cH:13][cH:14][cH:15]2)[c:5]([CH3:9])[c:6]1[C:7]#[N:8])[CH2:23][c:25]1[cH:26][cH:27][cH:28][cH:29][cH:30]1.